Dataset: the Open Reaction Database (ORD), a public repository of structured organic reaction records. Task: describe an organic reaction: reactants, conditions, products, and yield Reactants: [N+](=O)([O-])C1=C(C=C(C=C1)N1CCCCC1)B1OC(C(O1)(C)C)(C)C (1-(4-nitro-3-(4,4,5,5-tetramethyl-1,3,2-dioxaborolan-2-yl)phenyl)piperidine), C1(CCCCC1)P(C1=C(C=CC=C1)C1=C(C=CC=C1OC)OC)C1CCCCC1 (2-dicyclohexylphosphino-2′,6′-dimethoxybiphenyl), ClC1=NC=CC(=C1)F (2-chloro-4-fluoropyridine), [O-]P(=O)([O-])[O-].[K+].[K+].[K+] (K3PO4). Reagents/catalysts: C=1C=CC(=CC1)[P](C=2C=CC=CC2)(C=3C=CC=CC3)[Pd]([P](C=4C=CC=CC4)(C=5C=CC=CC5)C=6C=CC=CC6)([P](C=7C=CC=CC7)(C=8C=CC=CC8)C=9C=CC=CC9)[P](C=1C=CC=CC1)(C=1C=CC=CC1)C=1C=CC=CC1 (Pd(PPh3)4). The solvent is COCCOC.O (DME H2O). Reaction conditions: temperature 80 celsius, time 8 hour. Yields the product FC1=CC(=NC=C1)C1=C(C=CC(=C1)N1CCCCC1)[N+](=O)[O-] (4-fluoro-2-(2-nitro-5-(piperidin-1-yl)phenyl)pyridine). Yield: 58.8%. Reaction SMILES: [N+:1]([C:4]1[CH:9]=[CH:8][C:7]([N:10]2[CH2:15][CH2:14][CH2:13][CH2:12][CH2:11]2)=[CH:6][C:5]=1B1OC(C)(C)C(C)(C)O1)([O-:3])=[O:2].Cl[C:26]1[CH:31]=[C:30]([F:32])[CH:29]=[CH:28][N:27]=1.[O-]P([O-])([O-])=O.[K+].[K+].[K+].C1(P(C2CCCCC2)C2C=CC=CC=2C2C(OC)=CC=CC=2OC)CCCCC1>COCCOC.O.C1C=CC([P]([Pd]([P](C2C=CC=CC=2)(C2C=CC=CC=2)C2C=CC=CC=2)([P](C2C=CC=CC=2)(C2C=CC=CC=2)C2C=CC=CC=2)[P](C2C=CC=CC=2)(C2C=CC=CC=2)C2C=CC=CC=2)(C2C=CC=CC=2)C2C=CC=CC=2)=CC=1>[F:32][C:30]1[CH:29]=[CH:28][N:27]=[C:26]([C:5]2[CH:6]=[C:7]([N:10]3[CH2:11][CH2:12][CH2:13][CH2:14][CH2:15]3)[CH:8]=[CH:9][C:4]=2[N+:1]([O-:3])=[O:2])[CH:31]=1 |f:2.3.4.5,7.8,^1:80,82,101,120|. Procedure details: Into a 500-mL 3-necked round bottom flask purged and maintained with an inert atmosphere of nitrogen, was placed a solution of 1-(4-nitro-3-(4,4,5,5-tetramethyl-1,3,2-dioxaborolan-2-yl)phenyl)piperidine (15 g, 45.18 mmol, 1.00 equiv) in DME/H2O (100/5 mL), 2-chloro-4-fluoropyridine (7.80 g, 60.00 mmol, 1.20 equiv), K3PO4 (31 g, 146.23 mmol, 3.00 equiv), 2-dicyclohexylphosphino-2′,6′-dimethoxybiphenyl (SPhos) (2.00 g, 4.88 mmol, 0.10 equiv), and Pd(PPh3)4 (2800 mg, 2.42 mmol, 0.05 equiv). The res... Starting materials: CC(C)(C)OC(=O)NCc1ccc(OCCCCN2CCN(c3cccc(Cl)c3Cl)CC2)nc1N, O=C([O-])[O-], Cl, [Na+], [Na+], C1COCCO1. The product is O=C1NCc2ccc(OCCCCN3CCN(c4cccc(Cl)c4Cl)CC3)nc2N1. Reaction SMILES: [C:1]([O:2][C:6]([NH:7][CH2:8][c:9]1[c:10]([NH2:34])[n:11][c:12]([O:15][CH2:16][CH2:17][CH2:18][CH2:19][N:20]2[CH2:21][CH2:22][N:23]([c:26]3[c:27]([Cl:33])[c:28]([Cl:32])[cH:29][cH:30][cH:31]3)[CH2:24][CH2:25]2)[cH:13][cH:14]1)=[O:35])([CH3:3])([CH3:4])[CH3:5].[C:37](=[O:38])([O-:39])[O-:40].[ClH:36].[Na+:41].[Na+:42].[O:43]1[CH2:44][CH2:45][O:46][CH2:47][CH2:48]1>>[C:6]1(=[O:35])[NH:7][CH2:8][c:9]2[c:10]([n:11][c:12]([O:15][CH2:16][CH2:17][CH2:18][CH2:19][N:20]3[CH2:21][CH2:22][N:23]([c:26]4[c:27]([Cl:33])[c:28]([Cl:32])[cH:29][cH:30][cH:31]4)[CH2:24][CH2:25]3)[cH:13][cH:14]2)[NH:34]1. The product is C(=O)(OC(C)(C)C)N[C@@H](CC(C)C)C(=O)N1CCOCC1 (Boc-L-leucylmorpholine), product. The reactants are N1CCOCC1 (morpholine), O.C(=O)(OC(C)(C)C)N[C@@H](CC(C)C)C(=O)O (Boc-L-leucine monohydrate). As a reaction SMILES: [NH:1]1[CH2:6][CH2:5][O:4][CH2:3][CH2:2]1.O.[C:8]([NH:15][C@H:16]([C:21](O)=[O:22])[CH2:17][CH:18]([CH3:20])[CH3:19])([O:10][C:11]([CH3:14])([CH3:13])[CH3:12])=[O:9]>>[C:8]([NH:15][C@H:16]([C:21]([N:1]1[CH2:6][CH2:5][O:4][CH2:3][CH2:2]1)=[O:22])[CH2:17][CH:18]([CH3:19])[CH3:20])([O:10][C:11]([CH3:12])([CH3:14])[CH3:13])=[O:9] |f:1.2|. Procedure: In substantially the same manner as Working Example 2, morpholine (1.76 ml) was condensed with Boc-L-leucine monohydrate (5.00 g) to give Boc-L-leucylmorpholine (5.76 g) as a colorless oily product (yield 95%). A portion (2.00 g) of this product was taken, and the Boc group was deprotected by using TFA. The resultant compound was treated in substantially the same manner as Working Example 8 to afford L-leucylmorpholine hydrochloride (1.52 g) as a white powdery product (yield 96%). A portion (807... The yield is 95.0%. The reactants are CC1(OB(OC1(C)C)C=1C=CC(=NC1)C=1C=NC(=NC1)N)C (5-(5-(4,4,5,5-tetramethyl-1,3,2-dioxaborolan-2-yl)pyridin-2-yl)pyrimidin-2-amine), BrC1=C(C=CC=C1)S(=O)(=O)NC[C@H](C)O ((S)-2-bromo-N-(2-hydroxypropyl)benzenesulfonamide). The product is NC1=NC=C(C=N1)C1=CC=C(C=N1)C1=C(C=CC=C1)S(=O)(=O)NC[C@H](C)O (2-[6-(2-Aminopyrimidin-5-yl)pyridin-3-yl]-N-[(2S)-2-hydroxypropyl]benzenesulfonamide). RXN SMILES: CC1(C)C(C)(C)OB([C:9]2[CH:10]=[CH:11][C:12]([C:15]3[CH:16]=[N:17][C:18]([NH2:21])=[N:19][CH:20]=3)=[N:13][CH:14]=2)O1.Br[C:24]1[CH:29]=[CH:28][CH:27]=[CH:26][C:25]=1[S:30]([NH:33][CH2:34][C@@H:35]([OH:37])[CH3:36])(=[O:32])=[O:31]>>[NH2:21][C:18]1[N:19]=[CH:20][C:15]([C:12]2[N:13]=[CH:14][C:9]([C:24]3[CH:29]=[CH:28][CH:27]=[CH:26][C:25]=3[S:30]([NH:33][CH2:34][C@@H:35]([OH:37])[CH3:36])(=[O:32])=[O:31])=[CH:10][CH:11]=2)=[CH:16][N:17]=1. Procedure details: The title compound was prepared in a manner similar to that described in Example 427 using 5-(5-(4,4,5,5-tetramethyl-1,3,2-dioxaborolan-2-yl)pyridin-2-yl)pyrimidin-2-amine and (S)-2-bromo-N-(2-hydroxypropyl)benzenesulfonamide. MS (ESI): mass calcd. for C18H19N5O3S, 385.12; m/z found, 386.1 [M+H]+. 1H NMR (500 MHz, CD3OD) δ 8.92 (s, 2H), 8.61-8.57 (m, 1H), 8.09 (d, J=8.0, 1H), 7.91 (dd, J=8.2, 2.3, 1H), 7.82 (d, J=8.2, 1H), 7.70 (m, 1H), 7.62 (m, 1H), 7.41 (d, J=6.8, 1H), 3.70-3.61 (m, 1H), 2.79-... Reactants: CC(C)(C)OC(=O)Nc1cc2c(c3ccccc13)C(CCl)CN2C(=O)C(F)(F)F, O=C([O-])[O-], COc1ccc(C=CC(=O)Cl)cc1, CN1CCCC1=O, CN(C)c1ccncc1, [Cs+], [Cs+], O. Product: COc1ccc(C=CC(=O)N2CC(CCl)c3c2cc(NC(=O)OC(C)(C)C)c2ccccc32)cc1. RXN SMILES: [C:1]([CH3:2])([CH3:3])([CH3:4])[O:5][C:6](=[O:7])[NH:8][c:9]1[c:10]2[c:11]([c:12]3[c:16]([cH:17]1)[N:15]([C:18]([C:19]([F:20])([F:21])[F:22])=[O:23])[CH2:14][CH:13]3[CH2:24][Cl:25])[cH:26][cH:27][cH:28][cH:29]2.[C:30](=[O:31])([O-:32])[O-:33].[CH3:36][O:37][c:38]1[cH:39][cH:40][c:41]([CH:42]=[CH:43][C:44]([Cl:45])=[O:46])[cH:47][cH:48]1.[CH3:49][N:50]1[CH2:51][CH2:52][CH2:53][C:54]1=[O:55].[CH3:57][N:58]([c:59]1[cH:60][cH:61][n:62][cH:63][cH:64]1)[CH3:65].[Cs+:34].[Cs+:35].[OH2:56]>>[C:1]([CH3:2])([CH3:3])([CH3:4])[O:5][C:6](=[O:7])[NH:8][c:9]1[c:10]2[c:11]([c:12]3[c:16]([cH:17]1)[N:15]([C:18]([CH:19]=[CH:42][c:41]1[cH:40][cH:39][c:38]([O:37][CH3:36])[cH:48][cH:47]1)=[O:23])[CH2:14][CH:13]3[CH2:24][Cl:25])[cH:26][cH:27][cH:28][cH:29]2. Starting materials: O=C1CCC(=O)N1Br, O=C(OOC(=O)c1ccccc1)c1ccccc1, Cc1ccc(C(=O)O)cc1, c1ccccc1. Product: O=C(O)c1ccc(CBr)cc1. As a reaction SMILES: [Br:11][N:12]1[C:13](=[O:14])[CH2:15][CH2:16][C:17]1=[O:18].[C:19]([O:20][O:21][C:22](=[O:23])[c:24]1[cH:25][cH:26][cH:27][cH:28][cH:29]1)(=[O:30])[c:31]1[cH:32][cH:33][cH:34][cH:35][cH:36]1.[CH3:1][c:2]1[cH:3][cH:4][c:5]([C:8]([OH:9])=[O:10])[cH:6][cH:7]1.[cH:37]1[cH:38][cH:39][cH:40][cH:41][cH:42]1>>[CH2:1]([c:2]1[cH:3][cH:4][c:5]([C:8]([OH:9])=[O:10])[cH:6][cH:7]1)[Br:11]. Reactants: CC1=C(C(=C(C(=C1C)OC)[N+](=O)[O-])[N+](=O)[O-])OC (2,3-Dimethyl-5,6-dinitro-1,4-dimethoxybenzene). The reagents and catalysts are [Pd] (palladium on charcoal). Solvent: CCO (EtOH). Conditions: time 3 hour. The product is CC1=C(C(=C(C(=C1C)OC)N)N)OC (2,3-dimethyl-5,6-diamino-1,4-dimethoxybenzene). The yield is 81.9%. RXN SMILES: [CH3:1][C:2]1[C:7]([CH3:8])=[C:6]([O:9][CH3:10])[C:5]([N+:11]([O-])=O)=[C:4]([N+:14]([O-])=O)[C:3]=1[O:17][CH3:18]>CCO.[Pd]>[CH3:1][C:2]1[C:7]([CH3:8])=[C:6]([O:9][CH3:10])[C:5]([NH2:11])=[C:4]([NH2:14])[C:3]=1[O:17][CH3:18]. Procedure: 2,3-Dimethyl-5,6-dinitro-1,4-dimethoxybenzene (4.0 g; 15 mmol) in EtOH (120 mL) was heated to solution, and 10% palladium on charcoal (1.0 g) was added.. The reaction mixture was hydrogenated at 45 psig for 3 hours. After work-up, 2.41 g (83% yield) of 2,3-dimethyl-5,6-diamino-1,4-dimethoxybenzene was obtained as a yellow solid, m.p. 107-110° C.